Dataset: the Open Reaction Database (ORD), a public repository of structured organic reaction records. Task: describe an organic reaction: reactants, conditions, products, and yield Reported procedure: The product from Example 143C (755 mg, 2 mmol) was dissolved into ethanol (20 mL) and treated with 2 M aqueous NaOH (2 mL). The mixture was heated at 55° C. for 40 minutes, cooled to room temperature, concentrated, and partitioned between isopropanol and a mixture of 1 M aqueous potassium dihydrogen phosphate and brine. The aqueous phase was separated and extracted with isopropanol, and the combined organic phases were washed with a mixture of pH 6 potassium phosphate buffer and brine. The aqueo... Conditions: temperature 55 celsius. Product: C[C@H]1N(CCC1)CCC=1OC2=C(C1)C=C(C=C2)C=2C=C(C(=O)O)C=CC2 (3-(2-{2-[(2R)-2-methyl-1-pyrrolidinyl]ethyl}-1-benzofuran-5-yl)benzoic acid). Starting materials: C[C@H]1N(CCC1)CCC=1OC2=C(C1)C=C(C=C2)C=2C=C(C(=O)OCC)C=CC2 (ethyl 3-(2-{2-[(2R)-2-methyl-1-pyrrolidinyl]ethyl}-1-benzofuran-5-yl)benzoate), [OH-].[Na+] (NaOH). Run in C(C)O (ethanol). Reaction SMILES: [CH3:1][C@@H:2]1[CH2:6][CH2:5][CH2:4][N:3]1[CH2:7][CH2:8][C:9]1[O:10][C:11]2[CH:17]=[CH:16][C:15]([C:18]3[CH:19]=[C:20]([CH:26]=[CH:27][CH:28]=3)[C:21]([O:23]CC)=[O:22])=[CH:14][C:12]=2[CH:13]=1.[OH-].[Na+]>C(O)C>[CH3:1][C@@H:2]1[CH2:6][CH2:5][CH2:4][N:3]1[CH2:7][CH2:8][C:9]1[O:10][C:11]2[CH:17]=[CH:16][C:15]([C:18]3[CH:19]=[C:20]([CH:26]=[CH:27][CH:28]=3)[C:21]([OH:23])=[O:22])=[CH:14][C:12]=2[CH:13]=1 |f:1.2|. The reactants are Oc1c(Cl)cc(Cl)cc1Br, O=C([O-])[O-], CI, CC(C)=O, Cl, [K+], [K+]. Product: COc1c(Cl)cc(Cl)cc1Br. RXN SMILES: [Br:1][c:2]1[c:3]([OH:10])[c:4]([Cl:9])[cH:5][c:6]([Cl:8])[cH:7]1.[C:11](=[O:12])([O-:13])[O-:14].[CH3:17][I:18].[CH3:20][C:21](=[O:22])[CH3:23].[ClH:19].[K+:15].[K+:16]>>[Br:1][c:2]1[c:3]([O:10][CH3:11])[c:4]([Cl:9])[cH:5][c:6]([Cl:8])[cH:7]1. Reactants: C(C)(C)(C)OC(=O)N1CCN(CC1)C(=O)C1=C(N(C2=CN=C(C=C21)OC)C2=CC=CC=C2)Cl (4-(2-Chloro-5-methoxy-1-phenyl-1H-pyrrolo[2,3-c]pyridine-3-carbonyl)-piperazine-1-carboxylic acid tert-butyl ester), FC=1C=CC(=C(C1)O)C (5-fluoro-2-methylphenol). Product: C(C)(C)(C)OC(=O)N1CCN(CC1)C(=O)C1=C(N(C2=CN=C(C=C21)OC)C2=CC=CC=C2)OC2=C(C=CC(=C2)F)C (4-[2-(5-Fluoro-2-methyl-phenoxy)-5-methoxy-1-phenyl-1H-pyrrolo[2,3-c]pyridine-3-carbonyl]-piperazine-1-carboxylic acid tert-butyl ester). As a reaction SMILES: [C:1]([O:5][C:6]([N:8]1[CH2:13][CH2:12][N:11]([C:14]([C:16]2[C:24]3[C:19](=[CH:20][N:21]=[C:22]([O:25][CH3:26])[CH:23]=3)[N:18]([C:27]3[CH:32]=[CH:31][CH:30]=[CH:29][CH:28]=3)[C:17]=2Cl)=[O:15])[CH2:10][CH2:9]1)=[O:7])([CH3:4])([CH3:3])[CH3:2].[F:34][C:35]1[CH:36]=[CH:37][C:38]([CH3:42])=[C:39]([OH:41])[CH:40]=1>>[C:1]([O:5][C:6]([N:8]1[CH2:13][CH2:12][N:11]([C:14]([C:16]2[C:24]3[C:19](=[CH:20][N:21]=[C:22]([O:25][CH3:26])[CH:23]=3)[N:18]([C:27]3[CH:32]=[CH:31][CH:30]=[CH:29][CH:28]=3)[C:17]=2[O:41][C:39]2[CH:40]=[C:35]([F:34])[CH:36]=[CH:37][C:38]=2[CH3:42])=[O:15])[CH2:10][CH2:9]1)=[O:7])([CH3:4])([CH3:3])[CH3:2]. Procedure details: The title compound was prepared from the compound of step 5 (100 mg, 212 μmol) and 5-fluoro-2-methylphenol analogously as described in example 1, step 6. Yield: 98.0 mg. Reactants: [Br-], CC(C)(C)[O-], C[P+](c1ccccc1)(c1ccccc1)c1ccccc1, COC(=O)CCC(=O)c1ccc(Cl)c(Cl)c1, [K+], O, c1ccccc1. Product: C=C(CCC(=O)OC)c1ccc(Cl)c(Cl)c1. RXN SMILES: [Br-:24].[CH3:1][C:2]([CH3:3])([O-:4])[CH3:5].[CH3:25][P+:26]([c:27]1[cH:28][cH:29][cH:30][cH:31][cH:32]1)([c:33]1[cH:34][cH:35][cH:36][cH:37][cH:38]1)[c:39]1[cH:40][cH:41][cH:42][cH:43][cH:44]1.[Cl:7][c:8]1[cH:9][c:10]([C:15]([CH2:16][CH2:17][C:18](=[O:19])[O:20][CH3:21])=[O:22])[cH:11][cH:12][c:13]1[Cl:14].[K+:6].[OH2:23].[cH:45]1[cH:46][cH:47][cH:48][cH:49][cH:50]1>>[CH2:1]=[C:15]([c:10]1[cH:9][c:8]([Cl:7])[c:13]([Cl:14])[cH:12][cH:11]1)[CH2:16][CH2:17][C:18](=[O:19])[O:20][CH3:21]. Reactants: C1CCOC1, CI, [H-], [Na+], O=C(OCc1ccccc1)N1CC(O)C(O)C1. Product: COC1CN(C(=O)OCc2ccccc2)CC1O. RXN SMILES: [CH2:22]1[O:23][CH2:24][CH2:25][CH2:26]1.[CH3:20][I:21].[H-:19].[Na+:18].[OH:1][CH:2]1[CH2:3][N:4]([C:8](=[O:9])[O:10][CH2:11][c:12]2[cH:13][cH:14][cH:15][cH:16][cH:17]2)[CH2:5][CH:6]1[OH:7]>>[OH:1][CH:2]1[CH2:3][N:4]([C:8](=[O:9])[O:10][CH2:11][c:12]2[cH:13][cH:14][cH:15][cH:16][cH:17]2)[CH2:5][CH:6]1[O:7][CH3:20]. Reactants: COc1ncccc1CO, ClCCl, O=S(Cl)Cl. Product: COc1ncccc1CCl. Reaction SMILES: [CH3:5][O:6][c:7]1[n:8][cH:9][cH:10][cH:11][c:12]1[CH2:13][OH:14].[Cl:15][CH2:16][Cl:17].[S:1]([Cl:2])([Cl:3])=[O:4]>>[Cl:3][CH2:13][c:12]1[c:7]([O:6][CH3:5])[n:8][cH:9][cH:10][cH:11]1. The reactants are Cc1ccccc1, CC(C)OC(=O)c1ccccc1B(O)O, FC(F)(F)c1ccc(Cl)nc1, c1ccc(P(c2ccccc2)(c2ccccc2)[Pd](P(c2ccccc2)(c2ccccc2)c2ccccc2)(P(c2ccccc2)(c2ccccc2)c2ccccc2)P(c2ccccc2)(c2ccccc2)c2ccccc2)cc1. The product is CC(C)OC(=O)c1ccccc1-c1ccc(C(F)(F)F)cn1. RXN SMILES: [CH3:27][c:28]1[cH:29][cH:30][cH:31][cH:32][cH:33]1.[CH:1]([CH3:2])([CH3:3])[O:4][C:5](=[O:6])[c:7]1[c:8]([B:13]([OH:14])[OH:15])[cH:9][cH:10][cH:11][cH:12]1.[Cl:16][c:17]1[n:18][cH:19][c:20]([C:23]([F:24])([F:25])[F:26])[cH:21][cH:22]1.[cH:34]1[cH:35][cH:36][c:37]([P:38]([Pd:39]([P:40]([c:41]2[cH:42][cH:43][cH:44][cH:45][cH:46]2)([c:47]2[cH:48][cH:49][cH:50][cH:51][cH:52]2)[c:53]2[cH:54][cH:55][cH:56][cH:57][cH:58]2)([P:59]([c:60]2[cH:61][cH:62][cH:63][cH:64][cH:65]2)([c:66]2[cH:67][cH:68][cH:69][cH:70][cH:71]2)[c:72]2[cH:73][cH:74][cH:75][cH:76][cH:77]2)[P:78]([c:79]2[cH:80][cH:81][cH:82][cH:83][cH:84]2)([c:85]2[cH:86][cH:87][cH:88][cH:89][cH:90]2)[c:91]2[cH:92][cH:93][cH:94][cH:95][cH:96]2)([c:97]2[cH:98][cH:99][cH:100][cH:101][cH:102]2)[c:103]2[cH:104][cH:105][cH:106][cH:107][cH:108]2)[cH:109][cH:110]1>>[CH:1]([CH3:2])([CH3:3])[O:4][C:5](=[O:6])[c:7]1[c:8](-[c:17]2[n:18][cH:19][c:20]([C:23]([F:24])([F:25])[F:26])[cH:21][cH:22]2)[cH:9][cH:10][cH:11][cH:12]1. Starting materials: [OH-].[Na+] (NaOH), O (water), COC([C@H](CC=C)N(S(=O)(=O)C1=CC=C(C(=O)OC)C=C1)CCCCC)=O (methyl 4-{[(2S)-1-methoxy-1-oxopent-4-en-2-yl](pentyl)sulfamoyl}benzoate), [H-].[Al+3].[Li+].[H-].[H-].[H-] (lithium aluminum hydride), O (Water). The solvent is C1CCOC1 (THF). Reaction conditions: temperature 0 celsius, time 20 minute. The product is OCC1=CC=C(C=C1)S(=O)(=O)N(CCCCC)[C@H](CO)CC=C (4-(hydroxymethyl)-N-[(2S)-1-hydroxypent-4-en-2-yl]-N-pentylbenzenesulfonamide). Isolated yield 99.0%. RXN SMILES: C[O:2][C:3](=O)[C@@H:4]([N:8]([CH2:22][CH2:23][CH2:24][CH2:25][CH3:26])[S:9]([C:12]1[CH:21]=[CH:20][C:15]([C:16](OC)=[O:17])=[CH:14][CH:13]=1)(=[O:11])=[O:10])[CH2:5][CH:6]=[CH2:7].[H-].[Al+3].[Li+].[H-].[H-].[H-].O.[OH-].[Na+]>C1COCC1>[OH:17][CH2:16][C:15]1[CH:20]=[CH:21][C:12]([S:9]([N:8]([C@@H:4]([CH2:5][CH:6]=[CH2:7])[CH2:3][OH:2])[CH2:22][CH2:23][CH2:24][CH2:25][CH3:26])(=[O:11])=[O:10])=[CH:13][CH:14]=1 |f:1.2.3.4.5.6,8.9|. Reported procedure: To a stirred solution of the material from Step 1 (2 g, 5.03 mmol) in THF (33.5 mL) at 0° C. was slowly added 1.0 M lithium aluminum hydride (10 mL, 10.06 mmol). The reaction mixture was stirred at 0° C. for 20 minutes. Water (383 μL) was carefully added, followed by the slow addition of 15% NaOH (383 μL) and water (1.2 mL). The reaction mixture was vigorously stirred for 10 minutes. It was filtered through celite and washed with ether and EtOAc. The filtrate was concentrated in vacuo to afford ...